Task: describe an organic reaction: reactants, conditions, products, and yield. Dataset: the Open Reaction Database (ORD), a public repository of structured organic reaction records Reactants: [OH-].[Na+] (NaOH), C(C1=CC=CC=C1)OCC(=O)NC=1C=C2CCC(C2=CC1C#N)NC1=CC=C(C(=O)OC(C)(C)C)C=C1 (tert-butyl 4-[N-(5-(2-benzyloxy-ethanoylamino)-6-cyanoindan-1-yl)amino]benzoate), CCO (EtOH), OO (H2O2). Run in O (H2O). Reaction conditions: temperature 0 celsius, time 10 minute. Yields the product C(C1=CC=CC=C1)OCC1=NC2=CC3=C(C=C2C(N1)=O)C(CC3)NC3=CC=C(C(=O)OC(C)(C)C)C=C3 (tert-Butyl 4-{N-[(6RS)-2-benzyloxymethyl-4-oxo-3,4,7,8-tetrahydro-6H-cyclopenta[g]quinazolin-6-yl]amino}benzoate). Reaction SMILES: [CH2:1]([O:8][CH2:9][C:10]([NH:12][C:13]1[CH:14]=[C:15]2[C:19](=[CH:20][C:21]=1[C:22]#[N:23])[CH:18]([NH:24][C:25]1[CH:37]=[CH:36][C:28]([C:29]([O:31][C:32]([CH3:35])([CH3:34])[CH3:33])=[O:30])=[CH:27][CH:26]=1)[CH2:17][CH2:16]2)=O)[C:2]1[CH:7]=[CH:6][CH:5]=[CH:4][CH:3]=1.CC[OH:40].OO.[OH-].[Na+]>O>[CH2:1]([O:8][CH2:9][C:10]1[NH:23][C:22](=[O:40])[C:21]2[C:13](=[CH:14][C:15]3[CH2:16][CH2:17][CH:18]([NH:24][C:25]4[CH:37]=[CH:36][C:28]([C:29]([O:31][C:32]([CH3:35])([CH3:34])[CH3:33])=[O:30])=[CH:27][CH:26]=4)[C:19]=3[CH:20]=2)[N:12]=1)[C:2]1[CH:3]=[CH:4][CH:5]=[CH:6][CH:7]=1 |f:3.4|. Procedure details: To a stirred, ice-bath cooled mixture of tert-butyl 4-[N-(5-(2-benzyloxy-ethanoylamino)-6-cyanoindan-1-yl)amino]benzoate (3.77 g, 7.59 mmol), EtOH (70 ml), and H2O (11 ml) was added 30% H2O2 (8.05 ml) followed by granulated NaOH pellets (0.640 g, 16.0 mmol). The reaction mixture was stirred at 0° C. for 10 min, then placed in an oil-bath preheated to 55° C. and stirred at this temperature for 1 hour. The solvents were then removed in vacuo; the residue was treated with H2O (80 ml) and the pH was... The reactants are C(C1=CC=CC=C1)O (benzyl alcohol), [H-].[Na+] (sodium hydride), CC=1C=C(C=CC1C)N=C(C=CS(=O)(=O)C1=CC=CC=C1)OC1=CC(=CC=C1)C (3-methylphenyl N-(3,4-dimethylphenyl)-3-(phenylsulfonyl)acrylimidate), COC(C)(C)C (tert-butyl methyl ether). The solvent is C1CCOC1 (THF), C1CCOC1 (THF). Run at time 30 minute. The product is C(C1=CC=CC=C1)OC=CC(OC1=CC(=CC=C1)C)=NC1=CC(=C(C=C1)C)C (3-methylphenyl 3-benzyloxy-N-(3,4-dimethylphenyl)acrylimidate). Isolated yield 114.8%. Reaction SMILES: [CH2:1]([OH:8])[C:2]1[CH:7]=[CH:6][CH:5]=[CH:4][CH:3]=1.[H-].[Na+].[CH3:11][C:12]1[CH:13]=[C:14]([N:19]=[C:20]([O:32][C:33]2[CH:38]=[CH:37][CH:36]=[C:35]([CH3:39])[CH:34]=2)[CH:21]=[CH:22]S(C2C=CC=CC=2)(=O)=O)[CH:15]=[CH:16][C:17]=1[CH3:18].COC(C)(C)C>C1COCC1>[CH2:1]([O:8][CH:22]=[CH:21][C:20](=[N:19][C:14]1[CH:15]=[CH:16][C:17]([CH3:18])=[C:12]([CH3:11])[CH:13]=1)[O:32][C:33]1[CH:38]=[CH:37][CH:36]=[C:35]([CH3:39])[CH:34]=1)[C:2]1[CH:7]=[CH:6][CH:5]=[CH:4][CH:3]=1 |f:1.2|. Procedure details: To a solution of benzyl alcohol (0.78 g) in THF (15 mL) was added 60% sodium hydride (90 mg) under a nitrogen atmosphere under ice-cooling, and the mixture was stirred at the same temperature for 30 minutes. The reaction mixture was added dropwise to a solution of 3-methylphenyl N-(3,4-dimethylphenyl)-3-(phenylsulfonyl)acrylimidate (0.78 g) in anhydrous THF (15 mL) under ice-cooling. The mixture was stirred at the same temperature for 3 hours. To the reaction mixture was added tert-butyl methyl ... Reactants: O=C([O-])[O-], CCB(O)O, Cc1ccccc1, COc1cc(OC(F)(F)F)ccc1-c1nc(Cl)c([N+](=O)[O-])cc1C, [K+], [K+]. The product is CCc1nc(-c2ccc(OC(F)(F)F)cc2OC)c(C)cc1[N+](=O)[O-]. Reaction SMILES: [C:30](=[O:31])([O-:32])[O-:33].[CH2:25]([CH3:26])[B:27]([OH:28])[OH:29].[CH3:36][c:37]1[cH:38][cH:39][cH:40][cH:41][cH:42]1.[Cl:1][c:2]1[n:3][c:4](-[c:12]2[c:13]([O:23][CH3:24])[cH:14][c:15]([O:18][C:19]([F:20])([F:21])[F:22])[cH:16][cH:17]2)[c:5]([CH3:11])[cH:6][c:7]1[N+:8](=[O:9])[O-:10].[K+:34].[K+:35]>>[c:2]1([CH2:25][CH3:26])[n:3][c:4](-[c:12]2[c:13]([O:23][CH3:24])[cH:14][c:15]([O:18][C:19]([F:20])([F:21])[F:22])[cH:16][cH:17]2)[c:5]([CH3:11])[cH:6][c:7]1[N+:8](=[O:9])[O-:10]. Reactants: Cl (HCl), OC1=C(C=CC=C1)C(C)=O (2'-hydroxyacetophenone), C1(=CC=CC=C1)C(=CC=O)C1=CC=CC=C1 (β-phenylcinnamaldehyde), [OH-].[Na+] (NaOH). Procedure details: A solution of 1.81 g (13.3 mmol) of 2'-hydroxyacetophenone, 2.75 g (13.2 mmol) of β-phenylcinnamaldehyde, 2.64 g NaOH (in 10 mL of water) and 100 mL MeOH was stirred for 24 hours before the solution was poured into 1000 mL water. The resulting mixture was neutralized with dilute HCl and the yellow precipitate was collected by filtration. Recrystallization from MeOH gave a pure intermediate chalcone product. Further oxidation of the above chalcone was carried out with excess H2O2 (30%) in basic (... RXN SMILES: O[C:2]1[CH:7]=[CH:6][CH:5]=[CH:4][C:3]=1[C:8](=[O:10])[CH3:9].[C:11]1([C:17](C2C=CC=CC=2)=CC=O)[CH:16]=[CH:15][CH:14]=[CH:13][CH:12]=1.[OH-].[Na+].Cl>O.CO>[C:11]1([CH:17]=[CH:9][C:8]([C:3]2[CH:4]=[CH:5][CH:6]=[CH:7][CH:2]=2)=[O:10])[CH:16]=[CH:15][CH:14]=[CH:13][CH:12]=1 |f:2.3|. Run in CO (MeOH), O (water). Yields the product C1(=CC=CC=C1)C=CC(=O)C1=CC=CC=C1 (chalcone). Reactants: C1CCOC1, CO, CCOC(=O)C1CC1(C)c1ccc(OC(F)(F)F)cc1, [Na+], [OH-]. Yields the product CC1(c2ccc(OC(F)(F)F)cc2)CC1C(=O)O. RXN SMILES: [CH2:1]1[O:2][CH2:3][CH2:4][CH2:5]1.[CH3:28][OH:29].[CH3:6][C:7]1([c:15]2[cH:16][cH:17][c:18]([O:21][C:22]([F:23])([F:24])[F:25])[cH:19][cH:20]2)[CH:8]([C:10](=[O:11])[O:12][CH2:13][CH3:14])[CH2:9]1.[Na+:27].[OH-:26]>>[CH3:6][C:7]1([c:15]2[cH:16][cH:17][c:18]([O:21][C:22]([F:23])([F:24])[F:25])[cH:19][cH:20]2)[CH:8]([C:10](=[O:11])[OH:12])[CH2:9]1. Reactants: CC(C)(C)OC(=O)C1CC1C1CCNC1=O, CN(C)C=O, ClCc1ccccc1, [H-], [Na+], O. Product: CC(C)(C)OC(=O)C1CC1C1CCN(Cc2ccccc2)C1=O. As a reaction SMILES: [C:6]([CH3:7])([CH3:8])([CH3:9])[O:10][C:11](=[O:12])[CH:13]1[CH:14]([CH:16]2[C:17](=[O:21])[NH:18][CH2:19][CH2:20]2)[CH2:15]1.[CH3:1][N:2]([CH3:3])[CH:4]=[O:5].[Cl:24][CH2:25][c:26]1[cH:27][cH:28][cH:29][cH:30][cH:31]1.[H-:22].[Na+:23].[OH2:32]>>[C:6]([CH3:7])([CH3:8])([CH3:9])[O:10][C:11](=[O:12])[CH:13]1[CH:14]([CH:16]2[C:17](=[O:21])[N:18]([CH2:25][c:26]3[cH:27][cH:28][cH:29][cH:30][cH:31]3)[CH2:19][CH2:20]2)[CH2:15]1. Starting materials: C1(=CC=CC=C1)N=C=O (Phenyl isocyanate), CNS(=O)(=O)C1=CC=C(C=C1)C (N-methyl-4-methylbenzene sulfonamide). As a reaction SMILES: [C:1]1([N:7]=[C:8]=[O:9])[CH:6]=[CH:5][CH:4]=[CH:3][CH:2]=1.C[NH:11]S(C1C=CC(C)=CC=1)(=O)=O>ClC1C=CC=CC=1Cl>[C:1]1([NH:7][C:8]([NH2:11])=[O:9])[CH:6]=[CH:5][CH:4]=[CH:3][CH:2]=1. Yields the product C1(=CC=CC=C1)NC(=O)N (phenyl urea). Solvent: ClC1=C(C=CC=C1)Cl (1,2-dichlorobenzene). Procedure: Phenyl isocyanate (1.19 g, 0.01 mol) and N-methyl-4-methylbenzene sulfonamide (1.85 g, 0.01 mol) were dissolved in 1,2-dichlorobenzene (20 ml) and refluxed for 40 hrs. After cooling, the solvent was evaporated in vacuo to give a viscous oil that crystallized on standing to give N-methyl-N-4-methylphenyl-N*-phenyl urea mp 63–65° C. MS m/z 304. (M+ calcd for C15H16N2O3S=304). H NMR (300 Mhz, CDCl3) d 2.43 (s, 3, CH3), 2.65 (s, 3, CH3), 7.33 (m, 5, aromatic), 7.48 (m, 1, aromatic), 7.75 (m, 3, arom... The reactants are COC[C@@H](OC=1C=C(C(=O)O)C=C(C1)OCCC1=CC=CC=C1)C (3-((S)-2-methoxy-1-methyl-ethoxy)-5-phenethyloxy benzoic acid), C(C)OC(CSC1=CN=C(S1)N)=O ((2-amino-thiazol-5-ylsulfanyl)-acetic acid ethyl ester). Product: C(C)OC(CSC1=CN=C(S1)NC(C1=CC(=CC(=C1)OCCC1=CC=CC=C1)O[C@H](COC)C)=O)=O ({2-[3-((S)-2-Methoxy-1-methyl-ethoxy)-5-phenethyloxy-benzoylamino]-thiazol-5-ylsulfanyl}-acetic acid ethyl ester). As a reaction SMILES: [CH3:1][O:2][CH2:3][C@H:4]([CH3:24])[O:5][C:6]1[CH:7]=[C:8]([CH:12]=[C:13]([O:15][CH2:16][CH2:17][C:18]2[CH:23]=[CH:22][CH:21]=[CH:20][CH:19]=2)[CH:14]=1)[C:9]([OH:11])=O.[CH2:25]([O:27][C:28](=[O:37])[CH2:29][S:30][C:31]1[S:35][C:34]([NH2:36])=[N:33][CH:32]=1)[CH3:26]>>[CH2:25]([O:27][C:28](=[O:37])[CH2:29][S:30][C:31]1[S:35][C:34]([NH:36][C:9](=[O:11])[C:8]2[CH:12]=[C:13]([O:15][CH2:16][CH2:17][C:18]3[CH:23]=[CH:22][CH:21]=[CH:20][CH:19]=3)[CH:14]=[C:6]([O:5][C@@H:4]([CH3:24])[CH2:3][O:2][CH3:1])[CH:7]=2)=[N:33][CH:32]=1)[CH3:26]. Reported procedure: The title compound was prepared from 3-((S)-2-methoxy-1-methyl-ethoxy)-5-phenethyloxy benzoic acid and (2-amino-thiazol-5-ylsulfanyl)-acetic acid ethyl ester following general procedure A Reactants: ClC1=C(C=CC=C1)C1=NCC(NC2=C1C=C(C(=C2)OCCN(C)CCOC)C#N)=S (5-(2-chlorophenyl)-7-cyano-1,3-dihydro-8-(2-((2-methoxyethyl)methylamino)-ethoxy)-2H-1,4-benzodiazepin-2-thione), COC(C)(N(C)C)OC (1,1-dimethoxy-N,N-dimethyl-ethanamine), NN (hydrazine). Yields the product ClC1=C(C=CC=C1)C1=NC=2C(=NC3=C1C=C(C(=C3)OCCN(C)CCOC)C#N)NNC2C (5-(2-chlorophenyl)-7-cyano-1,2-dihydro-8-(2-((2-methoxyethyl)methylamino)-ethoxy)-3-methyl-pyrazolo[3,4-b][1,4]benzodiazepine). Reaction SMILES: [Cl:1][C:2]1[CH:7]=[CH:6][CH:5]=[CH:4][C:3]=1[C:8]1[C:14]2[CH:15]=[C:16]([C:28]#[N:29])[C:17]([O:19][CH2:20][CH2:21][N:22]([CH2:24][CH2:25][O:26][CH3:27])[CH3:23])=[CH:18][C:13]=2[NH:12][C:11](=S)[CH2:10][N:9]=1.CO[C:33](OC)([N:35](C)C)[CH3:34].[NH2:40]N>>[Cl:1][C:2]1[CH:7]=[CH:6][CH:5]=[CH:4][C:3]=1[C:8]1[C:14]2[CH:15]=[C:16]([C:28]#[N:29])[C:17]([O:19][CH2:20][CH2:21][N:22]([CH2:24][CH2:25][O:26][CH3:27])[CH3:23])=[CH:18][C:13]=2[N:12]=[C:11]2[NH:40][NH:35][C:33]([CH3:34])=[C:10]2[N:9]=1. Reported procedure: 5-(2-chlorophenyl)-7-cyano-1,2-dihydro-8-(2-((2-methoxyethyl)methylamino)-ethoxy)-3-methyl-pyrazolo[3,4-b][1,4]benzodiazepine (IVv) was prepared by reacting 0.0005 moles of 5-(2-chlorophenyl)-7-cyano-1,3-dihydro-8-(2-((2-methoxyethyl)methylamino)-ethoxy)-2H-1,4-benzodiazepin-2-thione (IIv) with 1,1-dimethoxy-N,N-dimethyl-ethanamine and then hydrazine in a manner analogous to Example 55. MH+/Z=465. The reactants are C(=O)(OCC1=CC=CC=C1)NC[C@@H]1CC[C@H](CC1)C(=O)O (trans-4-(N-carbobenzyloxy)aminomethyl-1-cyclohexane carboxylic acid), S(=O)(Cl)Cl (thionyl chloride). Run in CCCCC (pentane). Reaction conditions: temperature 40 celsius. The product is C(=O)(OCC1=CC=CC=C1)NC[C@@H]1CC[C@H](CC1)C(=O)Cl (Trans-4-(N-carbobenzyloxy)aminomethyl-l-cyclohexane carbonyl chloride). Reaction SMILES: [C:1]([NH:11][CH2:12][C@H:13]1[CH2:18][CH2:17][C@H:16]([C:19]([OH:21])=O)[CH2:15][CH2:14]1)([O:3][CH2:4][C:5]1[CH:10]=[CH:9][CH:8]=[CH:7][CH:6]=1)=[O:2].S(Cl)([Cl:24])=O>CCCCC>[C:1]([NH:11][CH2:12][C@H:13]1[CH2:18][CH2:17][C@H:16]([C:19]([Cl:24])=[O:21])[CH2:15][CH2:14]1)([O:3][CH2:4][C:5]1[CH:10]=[CH:9][CH:8]=[CH:7][CH:6]=1)=[O:2]. Procedure details: A mixture of trans-4-(N-carbobenzyloxy)aminomethyl-1-cyclohexane carboxylic acid (5.02 g, 17.3 mmol), prepared as in step 1, and thionyl chloride was heated at 40° C. for 30 minutes. The reaction mixture was cooled to ambient temperature and diluted with pentane (50 mL). Trans-4-(N-carbobenzyloxy)aminomethyl-l-cyclohexane carbonyl chloride (4.37 g) was isolated by filtration and drying in vacuo.